From a dataset of the Open Reaction Database (ORD), a public repository of structured organic reaction records. describe an organic reaction: reactants, conditions, products, and yield The reactants are CC(C)(C)OC(=O)N1CCCC2C(C1)c1cc(Br)cc3c1N2CCC3, COc1ccc(B(O)O)c(C(F)(F)F)c1. Product: COc1ccc(-c2cc3c4c(c2)C2CN(C(=O)OC(C)(C)C)CCCC2N4CCC3)c(C(F)(F)F)c1. As a reaction SMILES: [Br:1][c:2]1[cH:3][c:4]2[c:9]3[c:10]([cH:11]1)[CH:12]1[CH:13]([N:8]3[CH2:7][CH2:6][CH2:5]2)[CH2:14][CH2:15][CH2:16][N:17]([C:19](=[O:20])[O:21][C:22]([CH3:23])([CH3:24])[CH3:25])[CH2:18]1.[CH3:26][O:27][c:28]1[cH:29][c:30]([C:37]([F:38])([F:39])[F:40])[c:31]([B:34]([OH:35])[OH:36])[cH:32][cH:33]1>>[c:2]1(-[c:31]2[c:30]([C:37]([F:38])([F:39])[F:40])[cH:29][c:28]([O:27][CH3:26])[cH:33][cH:32]2)[cH:3][c:4]2[c:9]3[c:10]([cH:11]1)[CH:12]1[CH:13]([N:8]3[CH2:7][CH2:6][CH2:5]2)[CH2:14][CH2:15][CH2:16][N:17]([C:19](=[O:20])[O:21][C:22]([CH3:23])([CH3:24])[CH3:25])[CH2:18]1. Starting materials: [OH-].[Na+] (NaOH), N=C1N(C=CC=2C=CC=NC12)N.CC1=C(C(=CC(=C1)C)C)S(=O)(=O)[O-] (8-imino-1,7-naphthyridin-7(8H)-amine 2,4,6-trimethylbenzenesulfonate), OCC(=O)OC (methyl 2-hydroxyacetate). Solvent: CCO (EtOH). Reaction conditions: temperature 60 celsius, time 1 hour. Product: N=1C(=NN2C=CC=3C=CC=NC3C21)CO ([1,2,4]triazolo[1,5-h][1,7]naphthyridin-2-ylmethanol). The yield is 49.4%. Reaction SMILES: [NH:1]=[C:2]1[C:11]2[N:10]=[CH:9][CH:8]=[CH:7][C:6]=2[CH:5]=[CH:4][N:3]1[NH2:12].CC1C=C(C)C=C(C)C=1S([O-])(=O)=O.[OH-].[Na+].[OH:28][CH2:29][C:30](OC)=O>CCO>[N:1]1[C:30]([CH2:29][OH:28])=[N:12][N:3]2[C:2]=1[C:11]1[N:10]=[CH:9][CH:8]=[CH:7][C:6]=1[CH:5]=[CH:4]2 |f:0.1,2.3|. Procedure details: To a suspension of 8-imino-1,7-naphthyridin-7(8H)-amine-2,4,6-trimethylbenzenesulfonate (1.2 g, 2.83 mmol) in EtOH (30 mL) was added NaOH (227 mg, 5.67 mmol). The mixture was stirred at 60° C. for 1 h. Then methyl 2-hydroxyacetate (773 mg, 8.50 mmol) was added. The resulting mixture was stirred at reflux for 2 h. The mixture was concentrated and purified by silica gel column chromatography (eluting with DCM/MeOH v/v 30:1) to give [1,2,4]triazolo[1,5-h][1,7]naphthyridin-2-ylmethanol as a yellow s... Procedure: 75 g of phosgene are introduced at a temperature of 85°-95° C. over 1 hour into a mixture of 87.5 g of 5-chloro-2-hydroxy-3-nitropyridine in 500 ml of toluene and 3 ml of N,N-dimethylformamide. The reaction mixture is kept for 2 hours under reflux at 85°-95° C. and then allowed to cool to room temperature over a period of 18 hours. The reaction mixture is washed 3 times with water and the organic phase is dried over sodium sulfate and thereafter concentrated by evaporation. The crude product, ob... RXN SMILES: C(Cl)([Cl:3])=O.[Cl:5][C:6]1[CH:7]=[C:8]([N+:13]([O-:15])=[O:14])[C:9](O)=[N:10][CH:11]=1>C1(C)C=CC=CC=1.CN(C)C=O>[Cl:3][C:9]1[C:8]([N+:13]([O-:15])=[O:14])=[CH:7][C:6]([Cl:5])=[CH:11][N:10]=1. Run at time 2 hour. The yield is 69.8%. Starting materials: C(=O)(Cl)Cl (phosgene), ClC=1C=C(C(=NC1)O)[N+](=O)[O-] (5-chloro-2-hydroxy-3-nitropyridine). Product: ClC1=NC=C(C=C1[N+](=O)[O-])Cl (2,5-dichloro-3-nitropyridine). Run in C1(=CC=CC=C1)C (toluene), CN(C=O)C (N,N-dimethylformamide). Reactants: C(=O)C1CCC(CC1)C(=O)OC (methyl 4-formylcyclohexanecarboxylate), O (water), [Br-].COC[P+](C1=CC=CC=C1)(C1=CC=CC=C1)C1=CC=CC=C1 (methoxymethyltriphenylphosphonium bromide), CC(C)([O-])C.[K+] (potassium t-butoxide). Run in O1CCCC1 (THF), O1CCCC1 (tetrahydrofuran). Conditions: time 30 minute. Yields the product C(=C)C1CCC(CC1)C(=O)OC (methyl 4-vinylcyclohexanecarboxylate). Reaction SMILES: [Br-].[CH3:2]OC[P+](C1C=CC=CC=1)(C1C=CC=CC=1)C1C=CC=CC=1.CC(C)([O-])C.[K+].[CH:30]([CH:32]1[CH2:37][CH2:36][CH:35]([C:38]([O:40][CH3:41])=[O:39])[CH2:34][CH2:33]1)=O.O>O1CCCC1>[CH:30]([CH:32]1[CH2:37][CH2:36][CH:35]([C:38]([O:40][CH3:41])=[O:39])[CH2:34][CH2:33]1)=[CH2:2] |f:0.1,2.3|. Procedure: 297.4 g of methoxymethyltriphenylphosphonium bromide was dispersed in 900 mL of tetrahydrofuran (THF) and 95.6 g potassium t-butoxide was added at −8° C. in 3 minutes. After stirring for 30 minutes, all of methyl 4-formylcyclohexanecarboxylate was dissolved in 270 mL of THF and the resulting solution was added dropwise at −6 to 4° C. over 50 minutes. After stirring at 0 to 4° C. for 30 minutes, 15 mL of water was added. The solvent of the reaction mixture was distilled off under reduced pressure... Reactants: CC(=O)[O-], COCCOC, Cc1ccc(S(=O)(=O)NN)cc1, Cc1csc(Nc2ncccc2OC2C=CCCC2)n1, [Na+], O. The product is Cc1csc(Nc2ncccc2OC2CCCCC2)n1. RXN SMILES: [C:33]([O-:34])(=[O:35])[CH3:36].[CH2:38]([CH2:39][O:40][CH3:41])[O:42][CH3:43].[CH3:21][c:22]1[cH:23][cH:24][c:25]([S:26]([NH:27][NH2:28])(=[O:29])=[O:30])[cH:31][cH:32]1.[CH:1]1([O:7][c:8]2[c:9]([NH:14][c:15]3[s:16][cH:17][c:18]([CH3:20])[n:19]3)[n:10][cH:11][cH:12][cH:13]2)[CH:2]=[CH:3][CH2:4][CH2:5][CH2:6]1.[Na+:37].[OH2:44]>>[CH:1]1([O:7][c:8]2[c:9]([NH:14][c:15]3[s:16][cH:17][c:18]([CH3:20])[n:19]3)[n:10][cH:11][cH:12][cH:13]2)[CH2:2][CH2:3][CH2:4][CH2:5][CH2:6]1. Reactants: O=C([O-])[O-], CN(C)C=O, CI, [K+], [K+], COc1ccc2ccc(C(=O)O)c(O)c2c1. Product: COc1ccc2ccc(C(=O)O)c(OC)c2c1. Reaction SMILES: [C:17](=[O:18])([O-:19])[O-:20].[CH3:25][N:26]([CH3:27])[CH:28]=[O:29].[I:23][CH3:24].[K+:21].[K+:22].[OH:1][c:2]1[c:3]([C:14](=[O:15])[OH:16])[cH:4][cH:5][c:6]2[cH:7][cH:8][c:9]([O:12][CH3:13])[cH:10][c:11]12>>[O:1]([c:2]1[c:3]([C:14](=[O:15])[OH:16])[cH:4][cH:5][c:6]2[cH:7][cH:8][c:9]([O:12][CH3:13])[cH:10][c:11]12)[CH3:17]. Starting materials: Cc1ccc(F)cc1CBr, O=C([O-])[O-], CN(C)C=O, CCOC(C)=O, CNC(=O)N1CCN(S(=O)(=O)c2ccc(O)cc2)C(C23OCC(C)(CO2)CO3)C1C, [Cs+], [Cs+]. Yields the product CNC(=O)N1CCN(S(=O)(=O)c2ccc(OCc3cc(F)ccc3C)cc2)C(C23OCC(C)(CO2)CO3)C1C. RXN SMILES: [Br:42][CH2:43][c:44]1[c:45]([CH3:51])[cH:46][cH:47][c:48]([F:50])[cH:49]1.[C:36](=[O:37])([O-:38])[O-:39].[CH3:1][N:2]([CH3:3])[CH:4]=[O:5].[CH3:52][CH2:53][O:54][C:55](=[O:56])[CH3:57].[CH3:6][NH:7][C:8](=[O:9])[N:10]1[CH:11]([CH3:35])[CH:12]([C:26]23[O:27][CH2:28][C:29]([CH3:34])([CH2:30][O:31]2)[CH2:32][O:33]3)[N:13]([S:16](=[O:17])(=[O:18])[c:19]2[cH:20][cH:21][c:22]([OH:25])[cH:23][cH:24]2)[CH2:14][CH2:15]1.[Cs+:40].[Cs+:41]>>[CH3:6][NH:7][C:8](=[O:9])[N:10]1[CH:11]([CH3:35])[CH:12]([C:26]23[O:27][CH2:28][C:29]([CH3:34])([CH2:30][O:31]2)[CH2:32][O:33]3)[N:13]([S:16](=[O:17])(=[O:18])[c:19]2[cH:20][cH:21][c:22]([O:25][CH2:43][c:44]3[c:45]([CH3:51])[cH:46][cH:47][c:48]([F:50])[cH:49]3)[cH:23][cH:24]2)[CH2:14][CH2:15]1. The yield is 100.0%. Starting materials: C[SiH]1O[Si](O[Si](O[Si](O1)(C)C)(C)C)(C)C (heptamethylcyclotetrasiloxane), CCCCCCC (heptane), ClCl (Cl2). Run at temperature 0 celsius. Reported procedure: To a 1000 mL three-necked round bottom flask equipped with a magnetic stirring bar, a thermometer, an inlet for gases and an outlet fitted with a drying tube, was charged the following: 37.17 g (77.87 mmol) of heptamethylcyclotetrasiloxane (59.2% in octamethylcyclotetrasiloxane) and 521.9 g (5214 mmol) of heptane. The mixture was cooled in an ice bath to 0° C. Chlorine (Cl2) was bubbled through the stirred mixture at a rate such that the temperature did not rise above 10° C. The addition of the ... As a reaction SMILES: [CH3:1][SiH:2]1[O:9][Si:8]([CH3:11])([CH3:10])[O:7][Si:6]([CH3:13])([CH3:12])[O:5][Si:4]([CH3:15])([CH3:14])[O:3]1.CCCCCCC.[Cl:23]Cl>>[Cl:23][Si:2]1([CH3:1])[O:3][Si:4]([CH3:14])([CH3:15])[O:5][Si:6]([CH3:13])([CH3:12])[O:7][Si:8]([CH3:11])([CH3:10])[O:9]1. Yields the product Cl[Si]1(O[Si](O[Si](O[Si](O1)(C)C)(C)C)(C)C)C (Chloroheptamethylcyclotetrasiloxane).